Dataset: the Open Reaction Database (ORD), a public repository of structured organic reaction records. Task: describe an organic reaction: reactants, conditions, products, and yield Procedure details: To a solution containing 3,3,3-trifluoro-2-hydroxy-2-methylpropanoic acid (2.00 g) in N,N-dimethylacetamide (40 mL) cooled to -20° C. was added thionyl chloride (1.50 g) and the mixture was stirred for 1.0 hour. 6-chloro-3-phenylsulfonylaniline (2.42 g) was added in one portion and mixture was stirred for 48 hours at room temperature. The reaction mixture was poured into aqueous sodium hydroxide (1.0N, 250 mL) and extracted with ethyl acetate. The combined ethyl acetate extracts were washed (aqu... Solvent: CN(C(C)=O)C (N,N-dimethylacetamide). The product is FC(C(C(=O)NC1=CC(=CC=C1Cl)S(=O)(=O)C1=CC=CC=C1)(C)O)(F)F (3,3,3-Trifluoro-2-hydroxy-2-methyl-N-(3-phenylsulfonyl-6-chlorophenyl)propanamide). Run at temperature -20 celsius, time 1 hour. Starting materials: [OH-].[Na+] (sodium hydroxide), FC(C(C(=O)O)(C)O)(F)F (3,3,3-trifluoro-2-hydroxy-2-methylpropanoic acid), ClC1=CC=C(C=C1N)S(=O)(=O)C1=CC=CC=C1 (6-chloro-3-phenylsulfonylaniline), S(=O)(Cl)Cl (thionyl chloride). Isolated yield 33.9%. Reaction SMILES: [F:1][C:2]([F:10])([F:9])[C:3]([OH:8])([CH3:7])[C:4](O)=[O:5].S(Cl)(Cl)=O.[Cl:15][C:16]1[C:21]([NH2:22])=[CH:20][C:19]([S:23]([C:26]2[CH:31]=[CH:30][CH:29]=[CH:28][CH:27]=2)(=[O:25])=[O:24])=[CH:18][CH:17]=1.[OH-].[Na+]>CN(C)C(=O)C>[F:1][C:2]([F:10])([F:9])[C:3]([OH:8])([CH3:7])[C:4]([NH:22][C:21]1[C:16]([Cl:15])=[CH:17][CH:18]=[C:19]([S:23]([C:26]2[CH:31]=[CH:30][CH:29]=[CH:28][CH:27]=2)(=[O:25])=[O:24])[CH:20]=1)=[O:5] |f:3.4|. Starting materials: FC(F)(F)c1cncc(Br)c1, C1CCOC1, CC(C)[Mg+], [Cl-], [Cl-], [Li+], O=C1CCN(C(=O)OCc2ccccc2)CC1. The product is O=C(OCc1ccccc1)N1CCC(O)(c2cncc(C(F)(F)F)c2)CC1. As a reaction SMILES: [Br:8][c:9]1[cH:10][n:11][cH:12][c:13]([C:15]([F:16])([F:17])[F:18])[cH:14]1.[CH2:36]1[O:37][CH2:38][CH2:39][CH2:40]1.[CH:4]([Mg+:5])([CH3:6])[CH3:7].[Cl-:1].[Cl-:3].[Li+:2].[O:19]=[C:20]1[CH2:21][CH2:22][N:23]([C:26](=[O:27])[O:28][CH2:29][c:30]2[cH:31][cH:32][cH:33][cH:34][cH:35]2)[CH2:24][CH2:25]1>>[c:9]1([C:20]2([OH:19])[CH2:21][CH2:22][N:23]([C:26](=[O:27])[O:28][CH2:29][c:30]3[cH:31][cH:32][cH:33][cH:34][cH:35]3)[CH2:24][CH2:25]2)[cH:10][n:11][cH:12][c:13]([C:15]([F:16])([F:17])[F:18])[cH:14]1. Starting materials: C(C)OC1=C(C=NC2=CC=C(C=C12)\C=C/1\C(N=C(S1)SC)=O)C#N (4-ethoxy-6-[2-methylsulfanyl-4-oxo-4H-thiazol-(5Z)-ylidenemethyl]-quinoline-3-carbonitrile), FC(CN)(C1=NC=CC=C1)F (2,2-difluoro-2-pyridin-2-yl-ethylamine), CCN(C(C)C)C(C)C (DIEA). Product: FC(CNC=1S\C(\C(N1)=O)=C/C=1C=C2C(=C(C=NC2=CC1)C#N)OCC)(C1=NC=CC=C1)F (6-[2-(2,2-Difluoro-2-pyridin-2-yl-ethylamino)-4-oxo-4H-thiazol-(5Z)-ylidenemethyl]-4-ethoxy-quinoline-3-carbonitrile). RXN SMILES: [CH2:1]([O:3][C:4]1[C:13]2[C:8](=[CH:9][CH:10]=[C:11](/[CH:14]=[C:15]3/[C:16](=[O:22])[N:17]=[C:18](SC)[S:19]/3)[CH:12]=2)[N:7]=[CH:6][C:5]=1[C:23]#[N:24])[CH3:2].[F:25][C:26]([F:35])([C:29]1[CH:34]=[CH:33][CH:32]=[CH:31][N:30]=1)[CH2:27][NH2:28].CCN(C(C)C)C(C)C>>[F:35][C:26]([F:25])([C:29]1[CH:34]=[CH:33][CH:32]=[CH:31][N:30]=1)[CH2:27][NH:28][C:18]1[S:19]/[C:15](=[CH:14]\[C:11]2[CH:12]=[C:13]3[C:8](=[CH:9][CH:10]=2)[N:7]=[CH:6][C:5]([C:23]#[N:24])=[C:4]3[O:3][CH2:1][CH3:2])/[C:16](=[O:22])[N:17]=1. Procedure details: Similar procedure as described in example 14h was used, starting from 4-ethoxy-6-[2-methylsulfanyl-4-oxo-4H-thiazol-(5Z)-ylidenemethyl]-quinoline-3-carbonitrile (example 14g), 2,2-difluoro-2-pyridin-2-yl-ethylamine and DIEA to give 6-[2-(2,2-Difluoro-2-pyridin-2-yl-ethylamino)-4-oxo-4H-thiazol-(5Z)-ylidenemethyl]-4-ethoxy-quinoline-3-carbonitrile. LC-MS m/e 466 (MH+). The reactants are Cl[Si]1(CCC1)C (1-chloro-1-methylsilacyclobutane), CN(C(C)=O)[Si](C)(C)C (N-methyl-N-(trimethylsilyl)acetamide). Yields the product C[Si]1(CCC1)N(C(C)=O)C (1-Methyl-1-(N-methylacetamido)silacyclobutane). As a reaction SMILES: Cl[Si:2]1([CH3:6])[CH2:5][CH2:4][CH2:3]1.[CH3:7][N:8]([Si](C)(C)C)[C:9](=[O:11])[CH3:10]>>[CH3:6][Si:2]1([N:8]([CH3:7])[C:9](=[O:11])[CH3:10])[CH2:5][CH2:4][CH2:3]1. Reported procedure: To 30.02 g 1-chloro-1-methylsilacyclobutane was added 36.10 g N-methyl-N-(trimethylsilyl)acetamide. The reaction products were fractionally distilled. The title compound was isolated as a clear, colorless fluid with a boiling point of 68°-76° C. at 3.6 mm Hg. The yield was 31.56 g (86%). The product was identified by NMR and mass spectroscopy. The reactants are [H-].[Na+] (sodium hydride), C(C)OP(=O)(OCC)CC(=O)OC (methyl diethylphosphonoacetate), [Si](C)(C)(C(C)(C)C)OC1C=C(C(C1)=O)SCCCC=O (4(RS)-t-butyldimethylsilyloxy-2-(4-oxobutylthio)-2-cyclopentenone). Run in C1=CC=CC=C1 (benzene), C1=CC=CC=C1 (benzene). Run at time 10 minute. Product: [Si](C)(C)(C(C)(C)C)OC1C=C(C(C1)=O)SCCC\C=C\C(=O)OC (4(RS)-t-butyldimethylsilyloxy-2-(5-methoxycarbonyl-trans-4-pentenylthio)-2-cyclopentenone). Isolated yield 75.0%. Reaction SMILES: [H-].[Na+].C(OP([CH2:11][C:12]([O:14][CH3:15])=[O:13])(OCC)=O)C.[Si:16]([O:23][CH:24]1[CH2:28][C:27](=[O:29])[C:26]([S:30][CH2:31][CH2:32][CH2:33][CH:34]=O)=[CH:25]1)([C:19]([CH3:22])([CH3:21])[CH3:20])([CH3:18])[CH3:17]>C1C=CC=CC=1>[Si:16]([O:23][CH:24]1[CH2:28][C:27](=[O:29])[C:26]([S:30][CH2:31][CH2:32][CH2:33]/[CH:34]=[CH:11]/[C:12]([O:14][CH3:15])=[O:13])=[CH:25]1)([C:19]([CH3:22])([CH3:21])[CH3:20])([CH3:17])[CH3:18] |f:0.1|. Procedure details: 96 mg (2.0 mmoles) of 50% sodium hydride was suspended in 5 ml of dry benzene, and 841 mg (4.0 mmoles) of methyl diethylphosphonoacetate was added. The mixture was stirred for 10 minutes. 600 mg (1.91 mmoles) of 4(RS)-t-butyldimethylsilyloxy-2-(4-oxobutylthio)-2-cyclopentenone was dissolved in 10 ml of dry benzene. The solution was stirred under ice cooling. To the resulting solution was added the above reaction mixture. The mixture was stirred further for 15 minutes. The reaction mixture was wa... Starting materials: C1(=CC(=CC=C1)N[C@H](C(=O)O)CC1=CC(=C(C(=C1)OC)OC)OC)C1=CC=CC=C1 ((S)-2-(Biphenyl-3-ylamino)-3-(3,4,5-trimethoxy-phenyl)-propionic acid), COC1=CC=C(C[C@H](N)C(=O)O)C=C1 (O-methyl-L-tyrosine). Yields the product C1(=CC(=CC=C1)N[C@H](C(=O)O)CC1=CC=C(C=C1)OC)C1=CC=CC=C1 ((S)-2-(Biphenyl-3-ylamino)-3-(4-methoxy-phenyl)-propionic acid). As a reaction SMILES: [C:1]1([C:25]2[CH:30]=[CH:29][CH:28]=[CH:27][CH:26]=2)[CH:6]=[CH:5][CH:4]=[C:3]([NH:7][C@@H:8]([CH2:12][C:13]2[CH:18]=[C:17](OC)[C:16]([O:21][CH3:22])=[C:15](OC)[CH:14]=2)[C:9]([OH:11])=[O:10])[CH:2]=1.COC1C=CC(C[C@@H](C(O)=O)N)=CC=1>>[C:1]1([C:25]2[CH:26]=[CH:27][CH:28]=[CH:29][CH:30]=2)[CH:6]=[CH:5][CH:4]=[C:3]([NH:7][C@@H:8]([CH2:12][C:13]2[CH:18]=[CH:17][C:16]([O:21][CH3:22])=[CH:15][CH:14]=2)[C:9]([OH:11])=[O:10])[CH:2]=1. Reported procedure: The title compound is prepared as described for (S)-2-(Biphenyl-3-ylamino)-3-(3,4,5-trimethoxy-phenyl)-propionic acid (example 1) but using O-methyl-L-tyrosine (Bachem).